This data is from the Open Reaction Database (ORD), a public repository of structured organic reaction records. The task is: describe an organic reaction: reactants, conditions, products, and yield The reactants are C(C)(=O)NC1=CC(=C(C=C1)C)Br (N-acetyl-3-bromo-4-methylaniline), [Li]CCCC (BuLi), CCCCC (pentane), C(C(=O)OCC)(=O)OCC (diethyl oxalate). The solvent is C1CCOC1 (THF). Reaction conditions: temperature -78 celsius, time 1 hour. Product: C(C)(=O)NC=1C=CC(=C(C1)C(C(=O)OCC)=O)C (Ethyl 2-(5-acetylamino-2-methylphenyl)-2-oxoacetate). The yield is 10.5%. RXN SMILES: [C:1]([NH:4][C:5]1[CH:10]=[CH:9][C:8]([CH3:11])=[C:7](Br)[CH:6]=1)(=[O:3])[CH3:2].[Li]CCCC.CCCCC.[C:23](OCC)(=[O:29])[C:24]([O:26][CH2:27][CH3:28])=[O:25]>C1COCC1>[C:1]([NH:4][C:5]1[CH:10]=[CH:9][C:8]([CH3:11])=[C:7]([C:23](=[O:29])[C:24]([O:26][CH2:27][CH3:28])=[O:25])[CH:6]=1)(=[O:3])[CH3:2]. Procedure details: To a solution of N-acetyl-3-bromo-4-methylaniline (1.43 g, 627 mmol) in THF (50 mL) at −78° C. is added 2M BuLi in pentane (7.83 mL, 15.66 mmol) dropwise. After a further 1 h, diethyl oxalate (4.26 mL, 31.3 mmol) is added. After stirring for 4 hours at −78° C., the reaction mixture is quenched with saturated NH4Cl solution. The mixture is partitioned between ethyl acetate and water. The layer is separated and the aqueous layer is extracted with ethyl acetate. The combined organic extracts are wa... Starting materials: ClC=1C=C2C(C(=O)OC2=O)=CC1Cl (4.5-dichlorophthalic anhydride), NC(CC(=O)O)C1=CC=C(C=C1)OC (3-amino-3-(4-methoxyphenyl)propionic acid). Solvent: C(C)(=O)O (acetic acid). Conditions: time 6 hour. Product: ClC=1C=C2C(C(=O)N(C2=O)C(CC(=O)O)C2=CC=C(C=C2)OC)=CC1Cl (3-(4,5-dichlorophthalimido)-3-(4-methoxyphenyl)propionic acid). The yield is 61.0%. Reaction SMILES: [Cl:1][C:2]1[CH:3]=[C:4]2[C:9](=[O:10])[O:8][C:6](=O)[C:5]2=[CH:11][C:12]=1[Cl:13].[NH2:14][CH:15]([C:20]1[CH:25]=[CH:24][C:23]([O:26][CH3:27])=[CH:22][CH:21]=1)[CH2:16][C:17]([OH:19])=[O:18]>C(O)(=O)C>[Cl:13][C:12]1[CH:11]=[C:5]2[C:6](=[O:8])[N:14]([CH:15]([C:20]3[CH:21]=[CH:22][C:23]([O:26][CH3:27])=[CH:24][CH:25]=3)[CH2:16][C:17]([OH:19])=[O:18])[C:9](=[O:10])[C:4]2=[CH:3][C:2]=1[Cl:1]. Procedure details: A mixture of 4.5-dichlorophthalic anhydride (0.91, 4.19 mmol) ard 3-amino-3-(4-methoxyphenyl)propionic acid in 10 mL acetic acid was stirred under nitrogen for 6 hours. The reaction was cooled and removed some of the solvent. The slurry was filtered and the solid was dried to afford 1.20 g (61%) of 3-(4,5-dichlorophthalimido)-3-(4-methoxyphenyl)propionic acid as a white powder. mp 182-185° C.; 1H NMR (DMSO-d6, 250 MHz)δ 8.19(s, 2H), 7.34 (d, 2H, J=8.7), 6.90 (d, 2H, J=8.7), 5.61(t, 1H, J=7.8), 3... The reagents and catalysts are Cl[Pd]Cl.C1(=CC=CC=C1)P([C-]1C=CC=C1)C1=CC=CC=C1.[C-]1(C=CC=C1)P(C1=CC=CC=C1)C1=CC=CC=C1.[Fe+2] ((1,1′-bis(diphenylphosphino)ferrocene)-dichloropalladium(II)). Product: C(C)OC(CC1=CC=C(C=C1)C1=CC=C(C=C1)C1=C(C(=NO1)C)NC(=O)OC(C)C1=C(C=CC=C1)Cl)=O ((4′-{4-[1-(2-chloro-phenyl)-ethoxycarbonylamino]-3-methyl-isoxazol-5-yl}-biphenyl-4-yl)-acetic acid ethyl ester). Reactants: ClC1=C(C=CC=C1)C(C)OC(NC=1C(=NOC1C1=CC=C(C=C1)B1OC(C(O1)(C)C)(C)C)C)=O ({3-methyl-5-[4-(4,4,5,5-tetramethyl-[1,3,2]dioxaborolan-2-yl)-phenyl]-isoxazol-4-yl}-carbamic acid 1-(2-chloro-phenyl)-ethyl ester), BrC1=CC=C(C=C1)CC(=O)OCC (ethyl 4-bromophenylacetate). Procedure: Following the procedure described in Example 17, Step 2, {3-methyl-5-[4-(4,4,5,5-tetramethyl-[1,3,2]dioxaborolan-2-yl)-phenyl]-isoxazol-4-yl}-carbamic acid 1-(2-chloro-phenyl)-ethyl ester, ethyl 4-bromophenylacetate, and (1,1′-bis(diphenylphosphino)ferrocene)-dichloropalladium(II) were reacted to provide (4′-{4-[1-(2-chloro-phenyl)-ethoxycarbonylamino]-3-methyl-isoxazol-5-yl}-biphenyl-4-yl)-acetic acid ethyl ester, which was hydrolyzed to the acid as described in Example 17, Step 3. As a reaction SMILES: [Cl:1][C:2]1[CH:7]=[CH:6][CH:5]=[CH:4][C:3]=1[CH:8]([O:10][C:11](=[O:34])[NH:12][C:13]1[C:14]([CH3:33])=[N:15][O:16][C:17]=1[C:18]1[CH:23]=[CH:22][C:21](B2OC(C)(C)C(C)(C)O2)=[CH:20][CH:19]=1)[CH3:9].Br[C:36]1[CH:41]=[CH:40][C:39]([CH2:42][C:43]([O:45][CH2:46][CH3:47])=[O:44])=[CH:38][CH:37]=1>Cl[Pd]Cl.C1(P(C2C=CC=CC=2)[C-]2C=CC=C2)C=CC=CC=1.[C-]1(P(C2C=CC=CC=2)C2C=CC=CC=2)C=CC=C1.[Fe+2]>[CH2:46]([O:45][C:43](=[O:44])[CH2:42][C:39]1[CH:40]=[CH:41][C:36]([C:21]2[CH:22]=[CH:23][C:18]([C:17]3[O:16][N:15]=[C:14]([CH3:33])[C:13]=3[NH:12][C:11]([O:10][CH:8]([C:3]3[CH:4]=[CH:5][CH:6]=[CH:7][C:2]=3[Cl:1])[CH3:9])=[O:34])=[CH:19][CH:20]=2)=[CH:37][CH:38]=1)[CH3:47] |f:2.3.4.5|. The solvent is C(C)O (ethanol). Yields the product C(C)OC=1C=2C(N=CC1C(=O)O)=NN(C2)C (4-Ethoxy-2-methyl-2H-pyrazolo[3,4-b]pyridine-5-carboxylic acid). The reactants are Cl.C(C)OC=1C=2C(N=CC1C(=O)OCC)=NN(C2)C (4-ethoxy-2 -methyl-2H-pyrazolo[3,4-b]pyridine-5-carboxylic acid, ethyl ester, hydrochloride), [OH-].[K+] (potassium hydroxide). Procedure details: 28.5 g. of 4-ethoxy-2 -methyl-2H-pyrazolo[3,4-b]pyridine-5-carboxylic acid, ethyl ester, hydrochloride from Example 2 and 15 g. of potassium hydroxide are refluxed in 100 ml. of ethanol for 10 hours. The solvent is then distilled off and the residue is dissolved in 20 ml. of water. Acetic acid is added and a precipitate of 16 g. of 4-ethoxy-2-methyl-2H-pyrazolo[3,4-b]pyridine-5-carboxylic acid; m.p. 222°-225° (DMF); is obtained. RXN SMILES: Cl.[CH2:2]([O:4][C:5]1[C:6]2[C:7](=[N:16][N:17]([CH3:19])[CH:18]=2)[N:8]=[CH:9][C:10]=1[C:11]([O:13]CC)=[O:12])[CH3:3].[OH-].[K+]>C(O)C>[CH2:2]([O:4][C:5]1[C:6]2[C:7](=[N:16][N:17]([CH3:19])[CH:18]=2)[N:8]=[CH:9][C:10]=1[C:11]([OH:13])=[O:12])[CH3:3] |f:0.1,2.3|. The reactants are ClC1=CC(=CC2=C1OCCCO2)CNCC(C)C (N-(9-chloro-3,4-dihydro-2H-1,5-benzodioxepin-7-ylmethyl)-2-methylpropan-1-amine), C(C)(C)(C)OC(=O)N1C(CN(CC1)CC1=CC=CC=C1)C(=O)O (4-benzyl-piperazine-1,2-dicarboxylic acid 1-tert-butyl ester), Cl.C(C)N=C=NCCCN(C)C (1-ethyl-3-(3-dimethylaminopropyl)carbodiimide hydrochloride), CC1=C(C(=NC=C1)N)C (dimethyl aminopyridine). Run in ClCCl (dichloromethane), O (water). Reaction conditions: time 8 hour. Yields the product C(C1=CC=CC=C1)N1CC(NCC1)C(=O)N(CC(C)C)CC1=CC2=C(OCCCO2)C(=C1)Cl ((±)-4-Benzyl-N-(9-chloro-3,4-dihydro-2H-1,5-benzodioxepin-7-ylmethyl)-N-isobutyl piperazine-2-carboxamide). As a reaction SMILES: [Cl:1][C:2]1[C:7]2[O:8][CH2:9][CH2:10][CH2:11][O:12][C:6]=2[CH:5]=[C:4]([CH2:13][NH:14][CH2:15][CH:16]([CH3:18])[CH3:17])[CH:3]=1.C(OC([N:26]1[CH2:31][CH2:30][N:29]([CH2:32][C:33]2[CH:38]=[CH:37][CH:36]=[CH:35][CH:34]=2)[CH2:28][CH:27]1[C:39](O)=[O:40])=O)(C)(C)C.Cl.C(N=C=NCCCN(C)C)C.CC1C=CN=C(N)C=1C>ClCCl.O>[CH2:32]([N:29]1[CH2:30][CH2:31][NH:26][CH:27]([C:39]([N:14]([CH2:13][C:4]2[CH:3]=[C:2]([Cl:1])[C:7]3[O:8][CH2:9][CH2:10][CH2:11][O:12][C:6]=3[CH:5]=2)[CH2:15][CH:16]([CH3:18])[CH3:17])=[O:40])[CH2:28]1)[C:33]1[CH:34]=[CH:35][CH:36]=[CH:37][CH:38]=1 |f:2.3|. Procedure: The mixture of N-(9-chloro-3,4-dihydro-2H-1,5-benzodioxepin-7-ylmethyl)-2-methylpropan-1-amine (84 mg), 4-benzyl-piperazine-1,2-dicarboxylic acid 1-tert-butyl ester (100 mg), 1-ethyl-3-(3-dimethylaminopropyl)carbodiimide hydrochloride (90 mg), and dimethyl aminopyridine (53 mg) in dichloromethane (8 ml) was stirred at room temperature overnight. After addition of water (8 ml) the reaction mixture was extracted with ethyl acetate (8 ml×3). The organic layers were combined, washed with saturated s... The reactants are ClCCl (dichloromethane), C([O-])([O-])=O.[K+].[K+] (Potassium carbonate), [N+](=O)([O-])C1=CC=C(C(=O)O[C@H]2C[C@H]3N(C(CCN(C3)C(=O)OC(C)(C)C)=O)C2)C=C1 (tert-Butyl (8S,9aR)-8-[(4-nitrobenzoyl)oxy]-5-oxohexahydro-1H-pyrrolo[1,2-a][1,4]diazepine-2(3H)-carboxylate). Run in CO (methanol). Run at time 30 minute. Yields the product O[C@H]1C[C@H]2N(C(CCN(C2)C(=O)OC(C)(C)C)=O)C1 (tert-butyl (8S,9aR)-8-hydroxy-5-oxohexahydro-1H-pyrrolo[1,2-a][1,4]diazepine-2(3H)-carboxylate). Yield: 64.5%. As a reaction SMILES: [N+](C1C=CC(C([O:10][C@@H:11]2[CH2:28][N:14]3[C:15](=[O:27])[CH2:16][CH2:17][N:18]([C:20]([O:22][C:23]([CH3:26])([CH3:25])[CH3:24])=[O:21])[CH2:19][C@H:13]3[CH2:12]2)=O)=CC=1)([O-])=O.C(=O)([O-])[O-].[K+].[K+].ClCCl>CO>[OH:10][C@@H:11]1[CH2:28][N:14]2[C:15](=[O:27])[CH2:16][CH2:17][N:18]([C:20]([O:22][C:23]([CH3:24])([CH3:25])[CH3:26])=[O:21])[CH2:19][C@H:13]2[CH2:12]1 |f:1.2.3|. Procedure details: tert-Butyl (8S,9aR)-8-[(4-nitrobenzoyl)oxy]-5-oxohexahydro-1H-pyrrolo[1,2-a][1,4]diazepine-2(3H)-carboxylate (156 mg, 0.372 mmol, 1.0 equivalent, Part E) was dissolved in methanol (3 mL). Potassium carbonate (20 mg, 0.145 mmol, 0.39 equivalent) was added and stirring was continued at room temperature for 30 minutes. The solvent was removed in vacuo, and the crude material was loaded onto a 12-g silica column with dichloromethane and eluted with 0-5% methanol:dichloromethane over 15 minutes, held... The reactants are N1=C(C=CC2=CC=CC=C12)N1N=C(C(C1=O)=C(C)NNC(C1=CC=C(C=C1)C(=O)OC)=O)C (4-methoxycarbonylbenzoic N′-(1-(1-(quinolin-2-yl)-3-methyl-5-oxo-1,5-dihydropyrazol-4-ylidene)-ethyl)-hydrazide), [OH-].[Na+] (sodium hydroxide), Cl (hydrochloric acid). The solvent is CO (methanol). The product is N1=C(C=CC2=CC=CC=C12)N1N=C(C(C1=O)=C(C)NNC(C1=CC=C(C=C1)C(=O)O)=O)C (4-carboxybenzoic N′-(1-(1-(quinolin-2-yl)-3-methyl-5-oxo-1,5-dihydropyrazol-4-ylidene)-ethyl)-hydrazide). The yield is 33.6%. As a reaction SMILES: [N:1]1[C:10]2[C:5](=[CH:6][CH:7]=[CH:8][CH:9]=2)[CH:4]=[CH:3][C:2]=1[N:11]1[C:15](=[O:16])[C:14](=[C:17]([NH:19][NH:20][C:21](=[O:32])[C:22]2[CH:27]=[CH:26][C:25]([C:28]([O:30]C)=[O:29])=[CH:24][CH:23]=2)[CH3:18])[C:13]([CH3:33])=[N:12]1.[OH-].[Na+].Cl>CO>[N:1]1[C:10]2[C:5](=[CH:6][CH:7]=[CH:8][CH:9]=2)[CH:4]=[CH:3][C:2]=1[N:11]1[C:15](=[O:16])[C:14](=[C:17]([NH:19][NH:20][C:21](=[O:32])[C:22]2[CH:23]=[CH:24][C:25]([C:28]([OH:30])=[O:29])=[CH:26][CH:27]=2)[CH3:18])[C:13]([CH3:33])=[N:12]1 |f:1.2|. Procedure: 1.5 mL of a methanol solution of 14.9 mg (0.034 mmol) of the 4-methoxycarbonylbenzoic N′-(1-(1-(quinolin-2-yl)-3-methyl-5-oxo-1,5-dihydropyrazol-4-ylidene)-ethyl)-hydrazide synthesized in 1) was stirred with 168 μL (0.168 mmol) of 1M aqueous sodium hydroxide at 50° C. for 12 hours. After the stirring, 168 μL (0.168 mmol) of 1M hydrochloric acid was added, and the precipitated solid was collected by filtration to obtain 4.9 mg of the desired product as a dark yellow solid (yield 34%).